This data is from the Open Reaction Database (ORD), a public repository of structured organic reaction records. The task is: describe an organic reaction: reactants, conditions, products, and yield Starting materials: COC=1C=C(N)C=CC1OC (3,4-dimethoxyaniline), CC(=O)C=C (methylvinylketone). The reagents and catalysts are O.O.O.O.O.O.[Fe](Cl)(Cl)Cl (iron (III) chloride hexahydrate). The solvent is C(C)(=O)O (acetic acid). Reaction conditions: temperature 60 celsius. The product is COC=1C=C2C(=CC=NC2=CC1OC)C (6,7-Dimethoxy-4-methylquinoline). Isolated yield 38.0%. RXN SMILES: [CH3:1][O:2][C:3]1[CH:4]=[C:5]([CH:7]=[CH:8][C:9]=1[O:10][CH3:11])[NH2:6].[CH3:12][C:13]([CH:15]=[CH2:16])=O>O.O.O.O.O.O.[Fe](Cl)(Cl)Cl.C(O)(=O)C>[CH3:11][O:10][C:9]1[CH:8]=[C:7]2[C:5](=[CH:4][C:3]=1[O:2][CH3:1])[N:6]=[CH:12][CH:13]=[C:15]2[CH3:16] |f:2.3.4.5.6.7.8|. Procedure: The Reference Compound No. 1-1 was prepared following the method described in J. Org. Chem., 62, 568-577 (1997). Namely, iron (III) chloride hexahydrate (5.7 g, 21 mmol) and 3,4-dimethoxyaniline (3.1 g, 20 mmol) were added to acetic acid (60 mL), and then the mixture was stirred at 60° C. After all the solids were dissolved, methylvinylketone (1.8 mL, 22 mmol) was added dropwise for 5 minutes. Then the mixture was stirred at 140° C. for 1 hour, and allowed to cool down to room temperature, and t... Reactants: [OH-].[Na+] (sodium hydroxide), ClC(NC(=O)N(O)C1=CC(=C(C=C1)Cl)Cl)(Cl)Cl (1-Trichloromethyl-3-(3',4'-dichlorophenyl)-3-hydroxyurea), ClC(=O)OCC (Ethyl chloroformate). Run in O1CCOCC1 (dioxane). The product is ClC=1C=C(C=CC1Cl)N1OC(N(C1=O)C(Cl)(Cl)Cl)=O (2-(3', 4'-dichlorophenyl)-4-trichloromethyl-1,2,4-oxadiazolidine-3,5-dione). RXN SMILES: [Cl:1][C:2]([Cl:17])([Cl:16])[NH:3][C:4]([N:6]([C:8]1[CH:13]=[CH:12][C:11]([Cl:14])=[C:10]([Cl:15])[CH:9]=1)[OH:7])=[O:5].[OH-].[Na+].Cl[C:21](OCC)=[O:22]>O1CCOCC1>[Cl:15][C:10]1[CH:9]=[C:8]([N:6]2[C:4](=[O:5])[N:3]([C:2]([Cl:1])([Cl:16])[Cl:17])[C:21](=[O:22])[O:7]2)[CH:13]=[CH:12][C:11]=1[Cl:14] |f:1.2|. Procedure: 1-Trichloromethyl-3-(3',4'-dichlorophenyl)-3-hydroxyurea (16.9 grams; 0.05 mol) is dissolved in dioxane (75 ml) and mixed with 2N aqueous sodium hydroxide (30 ml). Ethyl chloroformate (5.7 ml; 0.06 mol) is then added dropwise to the mixture with stirring, resulting in the formation of a precipitate. The precipitate is recovered by filtration, washed with water and dried to yield 2-(3', 4'-dichlorophenyl)-4-trichloromethyl-1,2,4-oxadiazolidine-3,5-dione. The reactants are C1CCOC1, CCOC(C)=O, [Na+], COC(=O)Cn1c(=O)ccc2cnccc21, [OH-]. Yields the product O=C(O)Cn1c(=O)ccc2cnccc21. RXN SMILES: [CH2:19]1[O:20][CH2:21][CH2:22][CH2:23]1.[CH3:24][CH2:25][O:26][C:27](=[O:28])[CH3:29].[Na+:18].[O:1]=[c:2]1[n:3]([CH2:12][C:13](=[O:14])[O:15][CH3:16])[c:4]2[cH:5][cH:6][n:7][cH:8][c:9]2[cH:10][cH:11]1.[OH-:17]>>[O:1]=[c:2]1[n:3]([CH2:12][C:13](=[O:14])[OH:15])[c:4]2[cH:5][cH:6][n:7][cH:8][c:9]2[cH:10][cH:11]1.